Dataset: the Open Reaction Database (ORD), a public repository of structured organic reaction records. Task: describe an organic reaction: reactants, conditions, products, and yield The reactants are O=C1C(CC2=CC(=C(C(=C12)Cl)Cl)OCC(=O)OC(C)(C)C)C1CCCC1 (tert.-butyl (1-oxo-2-cyclopentyl-6,7-dichloro-5-indanyloxy)acetate), C1(CCCC1)C1(C(C2=C(C(=C(C=C2C1)O)Cl)Cl)=O)C (2-cyclopentyl-2-methyl-5-hydroxy-6,7-dichloro-1-indanone), C(C)(C)(C)OC(CBr)=O (tert.-butylbromoacetate), C([O-])([O-])=O.[K+].[K+] (potassium carbonate). Run in O (water), CN(C=O)C (dimethylformamide). Conditions: time 1 hour. Product: O=C1C(CC2=CC(=C(C(=C12)Cl)Cl)OCC(=O)OC(C)(C)C)(C)C1CCCC1 (Tert-butyl (1-oxo-2-cyclopentyl-2-methyl-6,7-dichloro-5-indanyloxy)acetate). As a reaction SMILES: [CH:1]1([C:6]2([CH3:19])[CH2:14][C:13]3[C:8](=[C:9]([Cl:17])[C:10]([Cl:16])=[C:11]([OH:15])[CH:12]=3)[C:7]2=[O:18])[CH2:5][CH2:4][CH2:3][CH2:2]1.[C:20]([O:24][C:25](=[O:28])[CH2:26]Br)([CH3:23])([CH3:22])[CH3:21].C(=O)([O-])[O-].[K+].[K+].O=C1C2C(=CC(OCC(OC(C)(C)C)=O)=C(Cl)C=2Cl)CC1C1CCCC1>O.CN(C)C=O>[O:18]=[C:7]1[C:8]2[C:13](=[CH:12][C:11]([O:15][CH2:26][C:25]([O:24][C:20]([CH3:23])([CH3:22])[CH3:21])=[O:28])=[C:10]([Cl:16])[C:9]=2[Cl:17])[CH2:14][C:6]1([CH:1]1[CH2:2][CH2:3][CH2:4][CH2:5]1)[CH3:19] |f:2.3.4|. Procedure details: A mixture of 2-cyclopentyl-2-methyl-5-hydroxy-6,7-dichloro-1-indanone (2.98 g., 0.01 mole), tert.-butylbromoacetate (2.15 g., 0.011 mole), potassium carbonate (2.76 g., 0.02 mole) and dimethylformamide (15 ml.) is stirred at 25° for 1 hour then poured into water (50 ml.) the tert.-butyl (1-oxo-2-cyclopentyl-6,7-dichloro-5-indanyloxy)acetate which separates is filtered, rinsed with water and dried. Starting materials: O=C([O-])[O-], CC(=O)CC(C)C, CCOC(C)=O, O=C(CCCCl)c1ccc(F)cc1, [I-], [K+], [K+], [K+], O, c1ccc(C(c2ccccc2)C2CCNCC2)cc1. Product: Cl, O=C(CCCN1CCC(C(c2ccccc2)c2ccccc2)CC1)c1ccc(F)cc1. Reaction SMILES: [C:33](=[O:34])([O-:35])[O-:36].[CH2:48]([C:49]([CH3:50])=[O:51])[CH:52]([CH3:53])[CH3:54].[CH3:41][CH2:42][O:43][C:44](=[O:45])[CH3:46].[F:20][c:21]1[cH:22][cH:23][c:24]([C:27]([CH2:28][CH2:29][CH2:30][Cl:31])=[O:32])[cH:25][cH:26]1.[I-:40].[K+:37].[K+:38].[K+:39].[OH2:47].[c:1]1([CH:7]([CH:8]2[CH2:9][CH2:10][NH:11][CH2:12][CH2:13]2)[c:14]2[cH:15][cH:16][cH:17][cH:18][cH:19]2)[cH:2][cH:3][cH:4][cH:5][cH:6]1>>[ClH:31].[c:1]1([CH:7]([CH:8]2[CH2:9][CH2:10][N:11]([CH2:30][CH2:29][CH2:28][C:27]([c:24]3[cH:23][cH:22][c:21]([F:20])[cH:26][cH:25]3)=[O:32])[CH2:12][CH2:13]2)[c:14]2[cH:15][cH:16][cH:17][cH:18][cH:19]2)[cH:2][cH:3][cH:4][cH:5][cH:6]1. Reactants: C(C)OC(C(=O)OCC)CC1=CC=C(C=C1)O (Ethyl (2RS) (+/−) 2-ethoxy-3-(4-hydroxyphenyl)propanoate), solution, P(=O)([O-])([O-])[O-] (phosphate), C(C)(=O)[O-] (acetate), enzyme solution. Product: C(C)O[C@H](C(=O)O)CC1=CC=C(C=C1)O.C(C)O[C@@H](C(=O)OCC)CC1=CC=C(C=C1)O ((2S)-2-Ethoxy-3-(4-hydroxyphenyl)propanoic acid Ethyl (2R)-2-ethoxy-3-(4-hydroxyphenyl)propanoate). RXN SMILES: [CH2:1]([O:3][CH:4]([CH2:10][C:11]1[CH:16]=[CH:15][C:14]([OH:17])=[CH:13][CH:12]=1)[C:5]([O:7][CH2:8][CH3:9])=[O:6])[CH3:2].P([O-])([O-])([O-])=O.C([O-])(=O)C>>[CH2:1]([O:3][C@@H:4]([CH2:10][C:11]1[CH:12]=[CH:13][C:14]([OH:17])=[CH:15][CH:16]=1)[C:5]([OH:7])=[O:6])[CH3:2].[CH2:1]([O:3][C@H:4]([CH2:10][C:11]1[CH:12]=[CH:13][C:14]([OH:17])=[CH:15][CH:16]=1)[C:5]([O:7][CH2:8][CH3:9])=[O:6])[CH3:2] |f:3.4|. Procedure: Ethyl (2RS) (+/−) 2-ethoxy-3-(4-hydroxyphenyl)propanoate (0.5 ml of a solution containing 2 mg/ml in a phosphate, pH 7; 0.1M, or acetate buffer, pH 5; 0.1 M) was added to the reaction vessel followed by an enzyme (0.5 ml enzyme solution). The reaction mixture was shaken at room temperature and analysed at different times (maximum 36 h). The reaction mixture was analysed without work up by the gradient HPLC method 1 and by chiral HPLC methods 2 and 5. Product: C1(=C(C=CC=C1)C1=C2CC(C(C2=CC=C1)O)C)C1=CC=CC=C1 (4-([1,1′-biphenyl]-2-yl)-2-methyl-2,3-dihydro-1H-inden-1-ol). Starting materials: [BH4-].[Na+] (Sodium borohydride), C1(=C(C=CC=C1)C1=C2CC(C(C2=CC=C1)=O)C)C1=CC=CC=C1 (4-([1,1′-Biphenyl]-2-yl)-2-methyl-2,3-dihydro-1H-inden-1-one). Run in C1CCOC1 (THF), C(C)O (ethanol). Run at time 2 hour. Procedure details: Sodium borohydride (2.34 g, 61.76 mmol, 1.5 equiv) was added in portions to a cold solution (0° C.) of compound 17 (12.27 g, 41.17 mmol, 1.0 equiv) in THF (125 mL) and ethanol (125 mL). The reaction mixture was stirred at room temperature for 2 hours when LC/MS indicated that the reaction was complete. The mixture was concentrated under reduced pressure and the residue was diluted with ethyl acetate (300 mL). 1 M HCl was added dropwise to quench the reaction. The layers were separated and the aq... As a reaction SMILES: [BH4-].[Na+].[C:3]1([C:20]2[CH:25]=[CH:24][CH:23]=[CH:22][CH:21]=2)[CH:8]=[CH:7][CH:6]=[CH:5][C:4]=1[C:9]1[CH:17]=[CH:16][CH:15]=[C:14]2[C:10]=1[CH2:11][CH:12]([CH3:19])[C:13]2=[O:18]>C1COCC1.C(O)C>[C:3]1([C:20]2[CH:25]=[CH:24][CH:23]=[CH:22][CH:21]=2)[CH:8]=[CH:7][CH:6]=[CH:5][C:4]=1[C:9]1[CH:17]=[CH:16][CH:15]=[C:14]2[C:10]=1[CH2:11][CH:12]([CH3:19])[CH:13]2[OH:18] |f:0.1|. The yield is 105.1%. Reactants: O=[V].Cl.Cl.Cl (vanadium oxytrichloride), C1(=CC=C(C=C1)[Si](O)(C1=CC=C(C=C1)C1=CC=CC=C1)C1=CC=C(C=C1)C1=CC=CC=C1)C1=CC=CC=C1 (tri-4-biphenylyl-silanol). The product is [O-2].C1(=CC=C(C=C1)[Si](O[V+2](O[Si](C1=CC=C(C=C1)C1=CC=CC=C1)(C1=CC=C(C=C1)C1=CC=CC=C1)C1=CC=C(C=C1)C1=CC=CC=C1)O[Si](C1=CC=C(C=C1)C1=CC=CC=C1)(C1=CC=C(C=C1)C1=CC=CC=C1)C1=CC=C(C=C1)C1=CC=CC=C1)(C1=CC=C(C=C1)C1=CC=CC=C1)C1=CC=C(C=C1)C1=CC=CC=C1)C1=CC=CC=C1 (tris [tri-(4-biphenylyl)-siloxy] vanadium oxide). Reaction SMILES: [O:1]=[V:2].Cl.Cl.Cl.[C:6]1([C:38]2[CH:43]=[CH:42][CH:41]=[CH:40][CH:39]=2)[CH:11]=[CH:10][C:9]([Si:12]([C:26]2[CH:31]=[CH:30][C:29]([C:32]3[CH:37]=[CH:36][CH:35]=[CH:34][CH:33]=3)=[CH:28][CH:27]=2)([C:14]2[CH:19]=[CH:18][C:17]([C:20]3[CH:25]=[CH:24][CH:23]=[CH:22][CH:21]=3)=[CH:16][CH:15]=2)[OH:13])=[CH:8][CH:7]=1>>[O-2:13].[C:17]1([C:20]2[CH:25]=[CH:24][CH:23]=[CH:22][CH:21]=2)[CH:16]=[CH:15][C:14]([Si:12]([C:26]2[CH:31]=[CH:30][C:29]([C:32]3[CH:37]=[CH:36][CH:35]=[CH:34][CH:33]=3)=[CH:28][CH:27]=2)([C:9]2[CH:10]=[CH:11][C:6]([C:38]3[CH:39]=[CH:40][CH:41]=[CH:42][CH:43]=3)=[CH:7][CH:8]=2)[O:13][V+2:2]([O:13][Si:12]([C:26]2[CH:31]=[CH:30][C:29]([C:32]3[CH:37]=[CH:36][CH:35]=[CH:34][CH:33]=3)=[CH:28][CH:27]=2)([C:9]2[CH:10]=[CH:11][C:6]([C:38]3[CH:39]=[CH:40][CH:41]=[CH:42][CH:43]=3)=[CH:7][CH:8]=2)[C:14]2[CH:15]=[CH:16][C:17]([C:20]3[CH:25]=[CH:24][CH:23]=[CH:22][CH:21]=3)=[CH:18][CH:19]=2)[O:1][Si:12]([C:26]2[CH:27]=[CH:28][C:29]([C:32]3[CH:33]=[CH:34][CH:35]=[CH:36][CH:37]=3)=[CH:30][CH:31]=2)([C:14]2[CH:19]=[CH:18][C:17]([C:20]3[CH:25]=[CH:24][CH:23]=[CH:22][CH:21]=3)=[CH:16][CH:15]=2)[C:9]2[CH:10]=[CH:11][C:6]([C:38]3[CH:39]=[CH:40][CH:41]=[CH:42][CH:43]=3)=[CH:7][CH:8]=2)=[CH:19][CH:18]=1 |f:0.1.2.3,5.6|. Procedure details: vanadium oxytrichloride was reacted with tri-4-biphenylyl-silanol (m.p.= 199°-200° C.) to produce tris [tri-(4-biphenylyl)-siloxy] vanadium oxide. The product is CC(C)(C)OC(=O)C=Cc1cc(Cl)cc(Cl)c1. Reactants: C=CC(=O)OC(C)(C)C, CCCC[N+](CCCC)(CCCC)CCCC, CC(=O)[O-], [Cl-], Clc1cc(Cl)cc(I)c1, [K+], CC(=O)[O-], CC(=O)[O-], CN(C)C=O, O, [Pd+2]. Reaction SMILES: [C:10]([CH:11]=[CH2:12])(=[O:13])[O:14][C:15]([CH3:16])([CH3:17])[CH3:18].[CH2:26]([N+:27]([CH2:28][CH2:29][CH2:30][CH3:31])([CH2:32][CH2:33][CH2:34][CH3:35])[CH2:36][CH2:37][CH2:38][CH3:39])[CH2:40][CH2:41][CH3:42].[CH3:20][C:21](=[O:22])[O-:23].[Cl-:25].[Cl:1][c:2]1[cH:3][c:4]([I:9])[cH:5][c:6]([Cl:8])[cH:7]1.[K+:19].[O-:49][C:50]([CH3:51])=[O:52].[O-:53][C:54]([CH3:55])=[O:56].[O:43]=[CH:44][N:45]([CH3:46])[CH3:47].[OH2:24].[Pd+2:48]>>[Cl:1][c:2]1[cH:3][c:4]([CH:12]=[CH:11][C:10](=[O:13])[O:14][C:15]([CH3:16])([CH3:17])[CH3:18])[cH:5][c:6]([Cl:8])[cH:7]1.